describe an organic reaction: reactants, conditions, products, and yield From a dataset of the Open Reaction Database (ORD), a public repository of structured organic reaction records. Reactants: CC1(OCC(CO1)([N+](=O)[O-])CO)C (2,2-dimethyl-5-hydroxymethyl-5-nitro-1,3-dioxane), [OH-].[Na+] (sodium hydroxide). The solvent is C(C)(=O)O (acetic acid). Conditions: temperature 60 celsius. Product: CC1(OCC(CO1)[N+](=O)[O-])C (2,2-dimethyl-5-nitro-1,3-dioxane). Yield: 107.6%. RXN SMILES: [CH3:1][C:2]1([CH3:13])[O:7][CH2:6][C:5](CO)([N+:8]([O-:10])=[O:9])[CH2:4][O:3]1.[OH-].[Na+]>C(O)(=O)C>[CH3:1][C:2]1([CH3:13])[O:3][CH2:4][CH:5]([N+:8]([O-:10])=[O:9])[CH2:6][O:7]1 |f:1.2|. Procedure details: Into a 250 ml round bottom flask equipped with a stir bar, thermometer and reflux condensor topped with a nitrogen inlet was added 5.73 g (0.03 mole) of 2,2-dimethyl-5-hydroxymethyl-5-nitro-1,3-dioxane and 70 ml 10% sodium hydroxide which was heated to 60° C. for one hour. The solution was cooled to 5° C. and at this temperature acidified to pH 5 with concentrated acetic acid. The precipitated solid was filtered off and dried to give 5.2 g (92%) of 2,2-dimethyl-5-nitro-1,3-dioxane m.p. 60°-61° C...